This data is from the Open Reaction Database (ORD), a public repository of structured organic reaction records. The task is: describe an organic reaction: reactants, conditions, products, and yield Starting materials: CC=1C=C(N)C=CC1OC=1C=NC(=CC1)C (3-Methyl-4-[(6-methylpyridin-3-yl)oxy]aniline), Cl (hydrogen chloride), O1CCOCC1 (dioxane), ClC1=NC=NC2=CC=CC(=C12)F (4-chloro-5-fluoroquinazoline). The solvent is C(C)#N (acetonitrile). Conditions: temperature 80 celsius, time 2 hour. The product is FC1=C2C(=NC=NC2=CC=C1)NC1=CC(=C(C=C1)OC=1C=NC(=CC1)C)C (5-fluoro-N-{3-methyl-4-[(6-methylpyridin-3-yl)oxy]phenyl}quinazolin-4-amine). Isolated yield 93.8%. Reaction SMILES: [CH3:1][C:2]1[CH:3]=[C:4]([CH:6]=[CH:7][C:8]=1[O:9][C:10]1[CH:11]=[N:12][C:13]([CH3:16])=[CH:14][CH:15]=1)[NH2:5].Cl.O1CCOCC1.Cl[C:25]1[C:34]2[C:29](=[CH:30][CH:31]=[CH:32][C:33]=2[F:35])[N:28]=[CH:27][N:26]=1>C(#N)C>[F:35][C:33]1[CH:32]=[CH:31][CH:30]=[C:29]2[C:34]=1[C:25]([NH:5][C:4]1[CH:6]=[CH:7][C:8]([O:9][C:10]3[CH:11]=[N:12][C:13]([CH3:16])=[CH:14][CH:15]=3)=[C:2]([CH3:1])[CH:3]=1)=[N:26][CH:27]=[N:28]2. Procedure: 3-Methyl-4-[(6-methylpyridin-3-yl)oxy]aniline (6.42 g, 30 mmol) and 4N hydrogen chloride in dioxane (7.55 ml, 30 mmol) were added to a suspension of 4-chloro-5-fluoroquinazoline (5 g, 27.5 mmol; obtained as described in PCT Int. Appl. WO2001094341, AstraZeneca) in acetonitrile (100 ml). The mixture was stirred at 80° C. for 2 hours. After cooling, the precipitate washed with acetonitrile. This precipitate was partitioned between DCM and 5% aqueous sodium bicarbonate and the pH was adjusted to 8.... Starting materials: CC(CC1=CC=C(C=C1)C)C(C(CC1=CC=C(C=C1)C)C)=O (2,4-dimethyl-1,5-di-(4-methylphenyl)-3-pentanone), NCC1CCNCC1 (4-aminomethylpiperidine), [H][H] (hydrogen). Reagents/catalysts: O=[Pt]=O (PtO2). Run in C(C)O (ethanol). Product: CC(C)C(C(CC1=CC=C(C=C1)C)C)NC(C1=CC=C(C=C1)C)C1CCNCC1 (4-[2,4-dimethyl-1,5-di-(4-methylphenyl)-3-pentylaminomethyl]piperidine). As a reaction SMILES: [CH3:1][CH:2]([C:11](=O)[CH:12]([CH3:21])[CH2:13]C1C=CC(C)=CC=1)[CH2:3][C:4]1[CH:9]=[CH:8][C:7]([CH3:10])=[CH:6][CH:5]=1.[NH2:23][CH2:24][CH:25]1[CH2:30][CH2:29][NH:28][CH2:27][CH2:26]1.[H][H]>O=[Pt]=O.C(O)C>[CH3:21][CH:12]([CH:11]([NH:23][CH:24]([CH:25]1[CH2:30][CH2:29][NH:28][CH2:27][CH2:26]1)[C:7]1[CH:8]=[CH:9][C:4]([CH3:3])=[CH:5][CH:6]=1)[CH:2]([CH3:1])[CH2:3][C:4]1[CH:5]=[CH:6][C:7]([CH3:10])=[CH:8][CH:9]=1)[CH3:13]. Procedure: A mixture of 2,4-dimethyl-1,5-di-(4-methylphenyl)-3-pentanone (29.4 g., 0.1 mole) and 4-aminomethylpiperidine (34.2 g., 0.3 mole) in 250 ml. ethanol is hydrogenated with PtO2 at room temperature and 40 psi hydrogen pressure. The 2.5 g. platinum catalyst is filtered off and the ethanol removed under reduced pressure. The residual oil is dissolved in ether and the ether solution washed several times with water to remove the excess 4-aminomethylpiperidine. The ether extracts are dried over anhydrou... Procedure details: (1R,2R)-2-[[trans-2-[(1E,3E)-4-(4-Cyano-2-fluorophenyl)-1,3-butadienyl]-1,3-dioxan-5-yl]thio]-1-(2,4-difluorophenyl)-1-[(1H-1,2,4-triazol-1-yl)methyl]propyl 4-(allyloxycarbonyloxy)butyrate (352 mg, 4.94×10−4 mol) obtained from Example 11-(3) and bis(triphenylphosphine)dichloropalladium (2 mg) were dissolved in dichloromethane (3 ml). Tributyltin hydride (215 mg, 7.39×10−4 mol) was slowly added to the mixture at room temperature over a period of 5 minutes. After stirring at room temperature for 1... The reagents and catalysts are Cl[Pd]([P](C1=CC=CC=C1)(C2=CC=CC=C2)C3=CC=CC=C3)([P](C4=CC=CC=C4)(C5=CC=CC=C5)C6=CC=CC=C6)Cl (bis(triphenylphosphine)dichloropalladium). Reaction SMILES: C(OC([O:7][CH2:8][CH2:9][CH2:10][C:11]([O:13][C@:14]([C:43]1[CH:48]=[CH:47][C:46]([F:49])=[CH:45][C:44]=1[F:50])([CH2:37][N:38]1[CH:42]=[N:41][CH:40]=[N:39]1)[C@H:15]([S:17][C@@H:18]1[CH2:23][O:22][C@@H:21](/[CH:24]=[CH:25]/[CH:26]=[CH:27]/[C:28]2[CH:33]=[CH:32][C:31]([C:34]#[N:35])=[CH:30][C:29]=2[F:36])[O:20][CH2:19]1)[CH3:16])=[O:12])=O)C=C.C([SnH](CCCC)CCCC)CCC.CCCCCC>ClCCl.Cl[Pd](Cl)([P](C1C=CC=CC=1)(C1C=CC=CC=1)C1C=CC=CC=1)[P](C1C=CC=CC=1)(C1C=CC=CC=1)C1C=CC=CC=1>[OH:7][CH2:8][CH2:9][CH2:10][C:11]([O:13][C@:14]([C:43]1[CH:48]=[CH:47][C:46]([F:49])=[CH:45][C:44]=1[F:50])([CH2:37][N:38]1[CH:42]=[N:41][CH:40]=[N:39]1)[C@H:15]([S:17][C@@H:18]1[CH2:23][O:22][C@@H:21](/[CH:24]=[CH:25]/[CH:26]=[CH:27]/[C:28]2[CH:33]=[CH:32][C:31]([C:34]#[N:35])=[CH:30][C:29]=2[F:36])[O:20][CH2:19]1)[CH3:16])=[O:12] |^1:75,94|. Reaction conditions: time 15 minute. The product is OCCCC(=O)O[C@@]([C@@H](C)S[C@H]1CO[C@@H](OC1)\C=C\C=C\C1=C(C=C(C=C1)C#N)F)(CN1N=CN=C1)C1=C(C=C(C=C1)F)F ((1R,2R)-2-[[trans-2-[(1E,3E)-4-(4-Cyano-2-fluorophenyl)-1,3-butadienyl]-1,3-dioxan-5-yl]thio]-1-(2,4-difluorophenyl)-1-[(1H-1,2,4-triazol-1-yl)methyl]propyl 4-hydroxybutyrate). The reactants are C(CCC)[SnH](CCCC)CCCC (Tributyltin hydride), C(C=C)OC(=O)OCCCC(=O)O[C@@]([C@@H](C)S[C@H]1CO[C@@H](OC1)\C=C\C=C\C1=C(C=C(C=C1)C#N)F)(CN1N=CN=C1)C1=C(C=C(C=C1)F)F ((1R,2R)-2-[[trans-2-[(1E,3E)-4-(4-Cyano-2-fluorophenyl)-1,3-butadienyl]-1,3-dioxan-5-yl]thio]-1-(2,4-difluorophenyl)-1-[(1H-1,2,4-triazol-1-yl)methyl]propyl 4-(allyloxycarbonyloxy)butyrate), CCCCCC (hexane). The solvent is ClCCl (dichloromethane). Yield: 93.1%. The reactants are CC(C)=O, Cc1ncnn1-c1ccc(Nc2n[nH]c(C(CCCCCl)c3ccc(OCC(F)(F)F)cc3)n2)cc1F, [I-], [Na+]. The product is Cc1ncnn1-c1ccc(Nc2nc3n(n2)CCCCC3c2ccc(OCC(F)(F)F)cc2)cc1F. As a reaction SMILES: [CH3:40][C:41](=[O:42])[CH3:43].[Cl:1][CH2:2][CH2:3][CH2:4][CH2:5][CH:6]([c:7]1[cH:8][cH:9][c:10]([O:13][CH2:14][C:15]([F:16])([F:17])[F:18])[cH:11][cH:12]1)[c:19]1[n:20][c:21]([NH:24][c:25]2[cH:26][c:27]([F:37])[c:28](-[n:31]3[n:32][cH:33][n:34][c:35]3[CH3:36])[cH:29][cH:30]2)[n:22][nH:23]1.[I-:39].[Na+:38]>>[CH2:2]1[CH2:3][CH2:4][CH2:5][CH:6]([c:7]2[cH:8][cH:9][c:10]([O:13][CH2:14][C:15]([F:16])([F:17])[F:18])[cH:11][cH:12]2)[c:19]2[n:20][c:21]([NH:24][c:25]3[cH:26][c:27]([F:37])[c:28](-[n:31]4[n:32][cH:33][n:34][c:35]4[CH3:36])[cH:29][cH:30]3)[n:22][n:23]21.